Dataset: the Open Reaction Database (ORD), a public repository of structured organic reaction records. Task: describe an organic reaction: reactants, conditions, products, and yield The reactants are C(C)(C)OC(C)C (isopropyl ether), ClC=1C=C(CNC2=NC(=NC(=C2C(=O)O)Cl)Cl)C=CC1OC (4-(3-chloro-4-methoxybenzylamino)-5-carboxy-2,6-dichloropyrimidine), C(O)([O-])=O.[Na+] (sodium hydrogen carbonate), ( 1 ), C(O)([O-])=O.[Na+] (sodium hydrogen carbonate), CI (methyl iodide). Solvent: C(Cl)Cl (methylene chloride), CCCCCC (hexane), CN(C=O)C (dimethylformamide). Conditions: time 8 hour. Product: ClC=1C=C(CNC2=NC(=NC(=C2C(=O)OC)Cl)Cl)C=CC1OC (4-(3-chloro-4-methoxybenzylamino)-5-methoxycarbonyl-2,6-dichloropyrimidine). RXN SMILES: [Cl:1][C:2]1[CH:3]=[C:4]([CH:18]=[CH:19][C:20]=1[O:21][CH3:22])[CH2:5][NH:6][C:7]1[C:12]([C:13]([OH:15])=[O:14])=[C:11]([Cl:16])[N:10]=[C:9]([Cl:17])[N:8]=1.[C:23](=O)([O-])O.[Na+].CI.C(OC(C)C)(C)C>C(Cl)Cl.CCCCCC.CN(C)C=O>[Cl:1][C:2]1[CH:3]=[C:4]([CH:18]=[CH:19][C:20]=1[O:21][CH3:22])[CH2:5][NH:6][C:7]1[C:12]([C:13]([O:15][CH3:23])=[O:14])=[C:11]([Cl:16])[N:10]=[C:9]([Cl:17])[N:8]=1 |f:1.2|. Procedure details: A mixture of 4-(3-chloro-4-methoxybenzylamino)-5-carboxy-2,6-dichloropyrimidine (prepared in the above (1)) 17.55 g, sodium hydrogen carbonate 4.07 g, methyl iodide 5.48 ml and dimethylformamide 50 ml is stirred overnight at room temperature. The reaction mixture is diluted an aqueous saturated sodium hydrogen carbonate solution and extracted with ethyl acetate. The organic layer is washed, dried and concentrated in vacuo to give a pale yellow solid. The solid is suspended in a mixture of methyl... Reactants: NC=1C=NC2=CC=CC=C2C1 (3-aminoquinoline), C(OCC)(OCC)OCC (triethyl orthoformate), C(C)(=O)O (acetic acid), C(OCC)(OCC)OCC (triethyl orthoformate), [N+](=O)([O-])CC(=O)OCC (ethyl nitroacetate), C(C)(=O)O (acetic acid). Reagents/catalysts: [Fe] (iron). Product: C(C)OC(=O)C=1N=CN(C1)C=1N=CC2=CC=CC=C2C1 (1-Isoquinolin-3-yl-1H-imidazole-4-carboxylic Acid Ethyl Ester). As a reaction SMILES: [NH2:1][C:2]1[CH:3]=[N:4][C:5]2[C:10]([CH:11]=1)=[CH:9][CH:8]=[CH:7][CH:6]=2.[CH:12]([O:19][CH2:20][CH3:21])([O:16]CC)OCC.[N+:22]([CH2:25][C:26](OCC)=O)([O-])=O.[C:31](O)(=O)C>[Fe]>[CH2:20]([O:19][C:12]([C:2]1[N:1]=[CH:31][N:4]([C:5]2[N:22]=[CH:25][C:26]3[C:7]([CH:6]=2)=[CH:8][CH:9]=[CH:10][CH:11]=3)[CH:3]=1)=[O:16])[CH3:21]. Procedure: Following the general method described in example 384, 3-aminoquinoline was reacted with triethyl orthoformate, ethyl nitroacetate and acetic acid followed by treatment with triethyl orthoformate, iron and acetic acid. After workup and chromatography the title compound was obtained as a beige crystalline solid. Mp. 161-162° C. (AcOEt), MS: m/e=268 (M+H+). Reactants: Cl.Cl.N(C(=N)N)C=1SC=C(N1)CSC(N)=N (S-(2-guanidino-4-thiazolylmethyl)isothiourea dihydrochloride), [OH-].[Na+] (sodium hydroxide), S(N)(=O)(=O)NC(C=C)=N (N-sulfamyl acrylamidine). Run in CO (methanol), CO (methanol). Run at time 0.5 hour. The product is S(N)(=O)(=O)NC(CCSCC=1N=C(SC1)NC(=N)N)=O (N-Sulfamyl-3-[(2-guanidinothiazol-4-yl)methylthio]propionamide). RXN SMILES: Cl.Cl.[NH:3]([C:7]1[S:8][CH:9]=[C:10]([CH2:12][S:13][C:14](=N)N)[N:11]=1)[C:4]([NH2:6])=[NH:5].[OH-:17].[Na+].[S:19]([NH:23][C:24](=N)[CH:25]=C)(=[O:22])(=[O:21])[NH2:20]>CO>[S:19]([NH:23][C:24](=[O:17])[CH2:25][CH2:14][S:13][CH2:12][C:10]1[N:11]=[C:7]([NH:3][C:4]([NH2:6])=[NH:5])[S:8][CH:9]=1)(=[O:22])(=[O:21])[NH2:20] |f:0.1.2,3.4|. Reported procedure: To a solution of S-(2-guanidino-4-thiazolylmethyl)isothiourea dihydrochloride (307 mg, 1.0 mmol) in methanol (5 ml) under a nitrogen atomosphere there was added 1.0 N sodium hydroxide (3 ml, 3.0 mmol). After stirring for 1/2 hour, a solution of N-sulfamyl acrylamidine (169 mg, 1.0 mol) in methanol (3 ml) was added. There was an instantaneous reaction to give product as indicated by TLC. After stirring for several hours, solvents were evaporated and the residue chromatographed on silica gel eluti... Reaction SMILES: [Br-:26].[CH3:27][CH2:28][CH2:29][CH2:30][N+:31]([CH2:32][CH2:33][CH2:34][CH3:35])([CH2:36][CH2:37][CH2:38][CH3:39])[CH2:40][CH2:41][CH2:42][CH3:43].[Cl:44][CH2:45][Cl:46].[F:1][C:2]([c:3]1[cH:4][c:5]2[c:6]([n:7][cH:8]1)[nH:9][cH:10][cH:11]2)([F:12])[F:13].[Na+:15].[OH-:14].[c:16]1([S:22](=[O:23])(=[O:24])[Cl:25])[cH:17][cH:18][cH:19][cH:20][cH:21]1>>[F:1][C:2]([c:3]1[cH:4][c:5]2[c:6]([n:7][cH:8]1)[n:9]([S:22]([c:16]1[cH:17][cH:18][cH:19][cH:20][cH:21]1)(=[O:23])=[O:24])[cH:10][cH:11]2)([F:12])[F:13]. Starting materials: [Br-], CCCC[N+](CCCC)(CCCC)CCCC, ClCCl, FC(F)(F)c1cnc2[nH]ccc2c1, [Na+], [OH-], O=S(=O)(Cl)c1ccccc1. Product: O=S(=O)(c1ccccc1)n1ccc2cc(C(F)(F)F)cnc21. Reactants: CN(C=O)C (N,N-dimethylformamide), C(C1=CC=CC=C1)N1CCC(CC1)O (N-benzyl-4-hydroxypiperidine), N1C=NC=C1 (imidazole), [Si](C)(C)(C(C)(C)C)Cl (tert-butyldimethylsilyl chloride). Solvent: O (water). Reaction conditions: time 1.5 hour. Product: C(C1=CC=CC=C1)N1CCC(CC1)O[Si](C)(C)C(C)(C)C (1-benzyl-4-{[tert-butyl(dimethyl)silyl]oxy}piperidine). Reaction SMILES: CN(C)C=O.[CH2:6]([N:13]1[CH2:18][CH2:17][CH:16]([OH:19])[CH2:15][CH2:14]1)[C:7]1[CH:12]=[CH:11][CH:10]=[CH:9][CH:8]=1.N1C=CN=C1.[Si:25](Cl)([C:28]([CH3:31])([CH3:30])[CH3:29])([CH3:27])[CH3:26]>O>[CH2:6]([N:13]1[CH2:18][CH2:17][CH:16]([O:19][Si:25]([C:28]([CH3:31])([CH3:30])[CH3:29])([CH3:27])[CH3:26])[CH2:15][CH2:14]1)[C:7]1[CH:8]=[CH:9][CH:10]=[CH:11][CH:12]=1. Procedure: To a N,N-dimethylformamide (10 mL) solution of N-benzyl-4-hydroxypiperidine (1.90 g, 9.93 mmol) was added imidazole (1.35 g, 19.9 mmol) and tert-butyldimethylsilyl chloride (1.57 g, 10.4 mmol). After 1.5 hours, the reaction mixture was diluted with water and extracted with ethyl acetate (3×50 mL). The combined organic extracts were washed with brine (50 mL), dried (magnesium sulfate), filtered, and concentrated in vacuo. Chromatography over silica gel, eluting with hexanes/ethyl acetate, afforde... Starting materials: Cl (Hydrogen chloride), CC1=NC(=NO1)C1=CC=C(C=C1)[C@@H]1N(CCN(C1)C(=O)[O-])C(=O)[O-] ((2S)-2-(4-(5-methyl-[1,2,4]oxadiazol-3-yl)phenyl)piperazine-1,4-dicarboxylate). The solvent is C(C)(=O)OCC (ethyl acetate), CO (methanol). Run at time 1 hour. The product is Cl.Cl.CC1=NC(=NO1)C1=CC=C(C=C1)[C@@H]1NCCNC1 ((2S)-2-(4-(5-Methyl-[1,2,4]oxadiazol-3-yl)phenyl)piperazine dihydrochloride). Yield: 100.0%. RXN SMILES: [ClH:1].[CH3:2][C:3]1[O:7][N:6]=[C:5]([C:8]2[CH:13]=[CH:12][C:11]([C@H:14]3[CH2:19][N:18](C([O-])=O)[CH2:17][CH2:16][N:15]3C([O-])=O)=[CH:10][CH:9]=2)[N:4]=1>C(OCC)(=O)C.CO>[ClH:1].[ClH:1].[CH3:2][C:3]1[O:7][N:6]=[C:5]([C:8]2[CH:13]=[CH:12][C:11]([C@H:14]3[CH2:19][NH:18][CH2:17][CH2:16][NH:15]3)=[CH:10][CH:9]=2)[N:4]=1 |f:4.5.6|. Procedure details: Hydroxylamine hydrochloride (1.3 g, 20.2 mmol) and sodium carbonate (3.4 g, 32.1 mmol) were added to a solution of di-tert-butyl (2S)-2-(4-cyanophenyl)piperazine-1,4-dicarboxylate (2.5 g, 6.45 mmol) in ethanol (15 ml) and water (15 ml) at room temperature and the solution was stirred at 80° C. for 2 hours. The mixture was partitioned between water and chloroform. The organic layer was washed with brine, dried over magnesium sulfate and concentrated in vacuo. Triethyl orthoacetate (10.5 g, 64.7 m... Reactants: CC(=O)Cl, CS(=O)(=O)c1ccccc1S(=O)(=O)Nc1ccc2[nH]nc(N)c2c1, c1ccncc1. Yields the product CC(=O)Nc1n[nH]c2ccc(NS(=O)(=O)c3ccccc3S(C)(=O)=O)cc12. Reaction SMILES: [CH3:25][C:26]([Cl:27])=[O:28].[NH2:1][c:2]1[n:3][nH:4][c:5]2[cH:6][cH:7][c:8]([NH:11][S:12](=[O:13])(=[O:14])[c:15]3[c:16]([S:21](=[O:22])(=[O:23])[CH3:24])[cH:17][cH:18][cH:19][cH:20]3)[cH:9][c:10]12.[cH:29]1[cH:30][cH:31][n:32][cH:33][cH:34]1>>[NH:1]([c:2]1[n:3][nH:4][c:5]2[cH:6][cH:7][c:8]([NH:11][S:12](=[O:13])(=[O:14])[c:15]3[c:16]([S:21](=[O:22])(=[O:23])[CH3:24])[cH:17][cH:18][cH:19][cH:20]3)[cH:9][c:10]12)[C:26]([CH3:25])=[O:28].